Dataset: the Open Reaction Database (ORD), a public repository of structured organic reaction records. Task: describe an organic reaction: reactants, conditions, products, and yield Starting materials: ClC1=CC=2C3=C(N(C2C=C1)CC(C)(O)C1=CC(=C(C=C1)OC)F)CCN(C3)C (1-(8-Chloro-1,2,3,4-tetrahydro-2-methylpyrido[4,3-b]indol-5-yl)-2-(3-fluoro-4-methoxyphenyl)propan-2-ol), S(O)(O)(=O)=O (sulfuric acid), [OH-].[K+] (KOH). The solvent is ice water. The product is ClC1=CC=2C3=C(N(C2C=C1)\C=C(/C)\C1=CC(=C(C=C1)OC)F)CCN(C3)C ((E)-8-chloro-5-(2-(3-fluoro-4-methoxyphenyl)prop-1-enyl)-2,3,4,5-tetrahydro-2-methyl-1H-pyrido[4,3-b]indole). As a reaction SMILES: [Cl:1][C:2]1[CH:10]=[CH:9][C:8]2[N:7]([CH2:11][C:12]([C:15]3[CH:20]=[CH:19][C:18]([O:21][CH3:22])=[C:17]([F:23])[CH:16]=3)(O)[CH3:13])[C:6]3[CH2:24][CH2:25][N:26]([CH3:28])[CH2:27][C:5]=3[C:4]=2[CH:3]=1.S(=O)(=O)(O)O.[OH-].[K+]>>[Cl:1][C:2]1[CH:10]=[CH:9][C:8]2[N:7](/[CH:11]=[C:12](/[C:15]3[CH:20]=[CH:19][C:18]([O:21][CH3:22])=[C:17]([F:23])[CH:16]=3)\[CH3:13])[C:6]3[CH2:24][CH2:25][N:26]([CH3:28])[CH2:27][C:5]=3[C:4]=2[CH:3]=1 |f:2.3|. Procedure: 1-(8-Chloro-1,2,3,4-tetrahydro-2-methylpyrido[4,3-b]indol-5-yl)-2-(3-fluoro-4-methoxyphenyl)propan-2-ol (1 g, 2.48 mmol, 1 equiv.) was refluxed with 25% sulfuric acid (7 mL) for 2 h. The reaction mixture was cooled to 5° C. in ice-water bath. KOH (15% aqueous solution) was added dropwise to the reaction mixture until pH 9-10 was achieved. The reaction mixture was extracted with EtOAc (3×10 mL). The combined organic layer was washed with water (10 mL) followed by brine, dried over sodium sulfate ... Starting materials: C(O)([O-])=O.[Na+] (sodium hydrogen carbonate), C(=O)(Cl)Cl (phosgene), C1(=CC=CC=C1)C (toluene), C(C1=CC=CC=C1)N1C(C(NC2=CC(=C(C=C12)C(F)(F)F)N1C=NC=C1)=O)=O (1-benzyl-6-(1H-imidazol-1-yl)-7-trifluoromethylquinoxaline-2,3(1H,4H)-dione). Run in CN(C=O)C (N,N-dimethylformamide), O (water), Light petroleum. Product: C(C1=CC=CC=C1)ON1C(C(=NC2=CC(=C(C=C12)C(F)(F)F)N1C=NC=C1)Cl)=O (1-Benzyloxy-3-chloro-6-(1H-imidazol-1-yl)-7-trifluoromethylquinoxalin-2(1H)-one). Yield: 87.0%. Reaction SMILES: [C:1]([Cl:4])(Cl)=O.[C:5]1([CH3:11])[CH:10]=[CH:9][CH:8]=[CH:7][CH:6]=1.C([N:19]1[C:28]2[C:23](=[CH:24][C:25]([N:33]3[CH:37]=[CH:36][N:35]=[CH:34]3)=[C:26]([C:29]([F:32])([F:31])[F:30])[CH:27]=2)[NH:22]C(=O)[C:20]1=[O:39])C1C=CC=CC=1.C(=O)([O-])[OH:41].[Na+]>CN(C)C=O.O>[CH2:11]([O:41][N:19]1[C:28]2[C:23](=[CH:24][C:25]([N:33]3[CH:37]=[CH:36][N:35]=[CH:34]3)=[C:26]([C:29]([F:32])([F:31])[F:30])[CH:27]=2)[N:22]=[C:1]([Cl:4])[C:20]1=[O:39])[C:5]1[CH:10]=[CH:9][CH:8]=[CH:7][CH:6]=1 |f:3.4|. Reported procedure: A solution of 20% phosgene in toluene (50 ml, 96 mmol) was added dropwise to a stirred solution of 12.1 g (30 mmol) of 1-benzyl-6-(1H-imidazol-1-yl)-7-trifluoromethylquinoxaline-2,3(1H,4H)-dione in 100 ml of dry N,N-dimethylformamide at room temperature. The mixture was stirred at room temperature overnight and neutralized by cautious addition of 16 g (190 mmol) of sodium hydrogen carbonate. After 10 min. the mixture was poured into 500 ml of water. Light petroleum (200 ml) was added under vigor... The reactants are C(CCCCO)O (1,5-Pentanediol), [OH-].[Na+] (sodium hydroxide), C(C)C1(COC1)COS(=O)(=O)C (3-ethyl-3-methanesulfonyloxymethyloxetane). The reagents and catalysts are [Br-].C(CCC)[N+](CCCC)(CCCC)CCCC (tetrabutylammonium bromide). Conditions: temperature 70 celsius. The product is C(C)C1(COC1)COCCCCCO (3-ethyl-3-(5-hydroxypentyl)oxymethyloxetane). RXN SMILES: [CH2:1]([OH:7])[CH2:2][CH2:3][CH2:4][CH2:5][OH:6].[OH-].[Na+].[CH2:10]([C:12]1([CH2:16]OS(C)(=O)=O)[CH2:15][O:14][CH2:13]1)[CH3:11]>[Br-].C([N+](CCCC)(CCCC)CCCC)CCC>[CH2:10]([C:12]1([CH2:16][O:6][CH2:5][CH2:4][CH2:3][CH2:2][CH2:1][OH:7])[CH2:15][O:14][CH2:13]1)[CH3:11] |f:1.2,4.5|. Reported procedure: 1,5-Pentanediol (1,171 g (11.2 mol)), tetrabutylammonium bromide (24.1 g (75 mmol)) and 96% sodium hydroxide (90 g (2.2 mol)) were added to a glass flask having an inner volume of 2,000 ml equipped with a stirrer, a thermometer, a dropping funnel and a reflux condenser, and the mixture was warmed to 70° C. with stirring. Subsequently 3-ethyl-3-methanesulfonyloxymethyloxetane (324 g (1.5 mol)) having a purity of 90% (a value measured by 1H-NMR) was dropwise added while keeping the liquid temperat... The reactants are N1CCOCC1 (morpholine), [Cl-].C(=O)(O)C1=CC2=C(N3[N+](=C2C=C1)CCC3)C3=CC=CC=C3 (2,3-dihydro-7-carboxy-9-phenyl-1H-pyrazolo[1,2-a]indazolium chloride), S(=O)(Cl)Cl (thionyl chloride). The solvent is C(Cl)(Cl)Cl (chloroform). Reaction conditions: temperature 50 celsius. Product: [Cl-].O1CCN(CC1)C(=O)C1=CC2=C(N3[N+](=C2C=C1)CCC3)C3=CC=CC=C3 (2,3-dihydro-7-morpholino carbonyl-9-phenyl-1H-pyrazolo[1,2-a]indazolium chloride). As a reaction SMILES: [Cl-].[C:2]([C:5]1[CH:13]=[CH:12][C:11]2[C:7](=[C:8]([C:17]3[CH:22]=[CH:21][CH:20]=[CH:19][CH:18]=3)[N:9]3[CH2:16][CH2:15][CH2:14][N+:10]3=2)[CH:6]=1)(O)=[O:3].S(Cl)([Cl:25])=O.[NH:27]1[CH2:32][CH2:31][O:30][CH2:29][CH2:28]1>C(Cl)(Cl)Cl>[Cl-:25].[O:30]1[CH2:31][CH2:32][N:27]([C:2]([C:5]2[CH:13]=[CH:12][C:11]3[C:7](=[C:8]([C:17]4[CH:18]=[CH:19][CH:20]=[CH:21][CH:22]=4)[N:9]4[CH2:16][CH2:15][CH2:14][N+:10]4=3)[CH:6]=2)=[O:3])[CH2:28][CH2:29]1 |f:0.1,5.6|. Procedure details: The mixture of 2 g of 2,3-dihydro-7-carboxy-9-phenyl-1H-pyrazolo[1,2-a]indazolium chloride and 30 ml of thionyl chloride was heated at 50° C. for 30 minutes with stirring, and the resulting reaction mixture was concentrated to produce residue. The mixture of the above residue, 50 ml of chloroform and 5 ml of morpholine was stirred at room temperature for 30 minutes, and then the mixture was filtered. The filtrate was concentrated to produce an oily product, which was purified by column chromatog... The reactants are CC(C)(OC(=O)NC1=C(C=C(C=C1)O)C)C (4-(1,1-dimethylethoxycarbonyl)amino-3-methylphenol), C(=O)([O-])[O-].[Cs+].[Cs+] (Cs2CO3), BrCC(=O)OCC (ethyl bromoacetate). The solvent is CN(C)C=O (DMF). Run at time 24 hour. Product: CC(C)(OC(=O)NC1=C(C=C(OCC(=O)OCC)C=C1)C)C (ethyl 4-(1,1-dimethylethoxycarbonyl)amino-3-methylphenoxyacetate). Isolated yield 78.0%. RXN SMILES: [CH3:1][C:2]([CH3:16])([O:4][C:5]([NH:7][C:8]1[CH:13]=[CH:12][C:11]([OH:14])=[CH:10][C:9]=1[CH3:15])=[O:6])[CH3:3].C([O-])([O-])=O.[Cs+].[Cs+].Br[CH2:24][C:25]([O:27][CH2:28][CH3:29])=[O:26]>CN(C=O)C>[CH3:3][C:2]([CH3:16])([O:4][C:5]([NH:7][C:8]1[CH:13]=[CH:12][C:11]([O:14][CH2:24][C:25]([O:27][CH2:28][CH3:29])=[O:26])=[CH:10][C:9]=1[CH3:15])=[O:6])[CH3:1] |f:1.2.3|. Procedure details: To a 200 mL round bottomed flask with a stirring bar, and an argon inlet was added 4-(1,1-dimethylethoxycarbonyl)amino-3-methylphenol (5.00 g, 22.39 mmol), Cs2CO3 (14.59 g, 44.78 mmol), DMF (50 mL), and ethyl bromoacetate (2.61 mL, 23.51 mmol). This mixture was stirred vigorously at ambient temperature for 24 h. The mixture was filtered through a frit and the DMF was removed under high vacuum. The residue was dissolved in EtOAc (300 mL) and washed with H2O (2×) and brine (1×). Drying (MgSO4), fi...